This data is from the Open Reaction Database (ORD), a public repository of structured organic reaction records. The task is: describe an organic reaction: reactants, conditions, products, and yield Starting materials: C(C1=CC=CC=C1)N1C(=NC=C1)CC(C(CC)=O)C(CC)=O (4-(1-benzyl-1H-imidazol-2-ylmethyl)-heptane-3,5-dione), C(CC)NN (propylhydrazine), M-PhCH2. Product: C(C1=CC=CC=C1)N1C(=NC=C1)CC=1C(=NN(C1CC)CCC)CC (4-(1-Benzyl-1H-imidazol-2-ylmethyl)-3,5-diethyl-1-propyl-1H-pyrazole). RXN SMILES: [CH2:1]([N:8]1[CH:12]=[CH:11][N:10]=[C:9]1[CH2:13][CH:14]([C:19](=O)[CH2:20][CH3:21])[C:15](=O)[CH2:16][CH3:17])[C:2]1[CH:7]=[CH:6][CH:5]=[CH:4][CH:3]=1.[CH2:23]([NH:26][NH2:27])[CH2:24][CH3:25]>>[CH2:1]([N:8]1[CH:12]=[CH:11][N:10]=[C:9]1[CH2:13][C:14]1[C:19]([CH2:20][CH3:21])=[N:27][N:26]([CH2:23][CH2:24][CH3:25])[C:15]=1[CH2:16][CH3:17])[C:2]1[CH:7]=[CH:6][CH:5]=[CH:4][CH:3]=1. Procedure details: 4-(1-Benzyl-1H-imidazol-2-ylmethyl)-3,5-diethyl-1-propyl-1H-pyrazole was prepared from 4-(1-benzyl-1H-imidazol-2-ylmethyl)-heptane-3,5-dione and propylhydrazine in analogy to Example 190 b): light yellow viscous oil; MS (EI): 336.2 ((M+.), 100%), 245.3 ((M-PhCH2)+.). Solvent: CO (methanol), CO (methanol). Product: FC1=CC=C2C(CC(OC2=C1)(C)C)N (7-fluoro-2,2-dimethylchroman-4-amine). Procedure: To a solution of Example 65A (415 mg, 2.14 mmol) in methanol (12 mL) was added methoxylamine hydrochloride (0.179 g, 2.14 mmol) and pyridine (0.87 mL, 10.8 mmol). The mixture was stirred overnight at room temperature and was then evaporated in vacuo. The residue was partitioned between ethyl acetate and H2O, and the organic layer was dried over Na2SO4 and was evaporated in vacuo. The residue thus obtained was dissolved in methanol (8 mL) and was hydrogenated (balloon) over 10% Pd-C in the presen... Reaction SMILES: [F:1][C:2]1[CH:11]=[C:10]2[C:5]([C:6](=O)[CH2:7][C:8]([CH3:13])([CH3:12])[O:9]2)=[CH:4][CH:3]=1.Cl.O([NH2:18])C.N1C=CC=CC=1>CO.Cl.[Pd]>[F:1][C:2]1[CH:11]=[C:10]2[C:5]([CH:6]([NH2:18])[CH2:7][C:8]([CH3:13])([CH3:12])[O:9]2)=[CH:4][CH:3]=1 |f:1.2|. The reactants are FC1=CC=C2C(CC(OC2=C1)(C)C)=O (7-fluoro-2,2-dimethylchroman-4-one), Cl.O(C)N (methoxylamine hydrochloride), N1=CC=CC=C1 (pyridine). Reagents/catalysts: [Pd] (Pd-C), Cl (HCl). Conditions: time 8 hour. Starting materials: OC=1C=C(C(=O)OC)C=C(C1O)Br (Methyl 3,4-dihydroxy-5-bromobenzoate), C(=O)([O-])[O-].[K+].[K+] (K2CO3), CC(=O)C (acetone), C(C=C)Br (Allyl bromide). Reaction conditions: time 5 day. Yields the product C(C=C)OC=1C=C(C(=O)OC)C=C(C1OCC=C)Br (methyl 3,4-diallyloxy-5-bromobenzoate). As a reaction SMILES: [OH:1][C:2]1[CH:3]=[C:4]([CH:9]=[C:10]([Br:13])[C:11]=1[OH:12])[C:5]([O:7][CH3:8])=[O:6].C([O-])([O-])=O.[K+].[K+].[CH2:20](Br)[CH:21]=[CH2:22].[CH3:24][C:25]([CH3:27])=O>>[CH2:20]([O:1][C:2]1[CH:3]=[C:4]([CH:9]=[C:10]([Br:13])[C:11]=1[O:12][CH2:27][CH:25]=[CH2:24])[C:5]([O:7][CH3:8])=[O:6])[CH:21]=[CH2:22] |f:1.2.3|. Procedure: Methyl 3,4-dihydroxy-5-bromobenzoate (49 g, see Chem. Abs., 89:2327 g) and K2CO3 (92 g) were placed in a flask in acetone (500 ml). Allyl bromide (49 ml) was slowly added to the mixture, which was stirred at room temperature for 5 days. After filtration, solvent was evaporated, the residue taken up in ethyl acetate, washed with water, and dried (MgSO4). Evaporation of the solvent gave methyl 3,4-diallyloxy-5-bromobenzoate (65 g): NMR (DMSO-d6) 3.86 (s, 3H); 4.67 (m, 4H); 5.20-5.53 (m, 4H); 5.95-... Reactants: OC=1C=C(C=CC1[N+](=O)[O-])C(C(=O)OCC)C (Ethyl 2-(3-hydroxy-4-nitrophenyl)propanoate). The reagents and catalysts are [C].[Pd] (palladium carbon). Solvent: C1CCOC1.CCO (THF EtOH). Reaction conditions: time 1 hour. The product is NC1=C(C=C(C=C1)C(C(=O)OCC)C)O (Ethyl 2-(4-amino-3-hydroxyphenyl)propanoate). As a reaction SMILES: [OH:1][C:2]1[CH:3]=[C:4]([CH:11]([CH3:17])[C:12]([O:14][CH2:15][CH3:16])=[O:13])[CH:5]=[CH:6][C:7]=1[N+:8]([O-])=O>[C].[Pd].C1COCC1.CCO>[NH2:8][C:7]1[CH:6]=[CH:5][C:4]([CH:11]([CH3:17])[C:12]([O:14][CH2:15][CH3:16])=[O:13])=[CH:3][C:2]=1[OH:1] |f:1.2,3.4|. Procedure: To the flask was added THF/EtOH (1:1, 30 mL) followed by Ethyl 2-(3-hydroxy-4-nitrophenyl)propanoate (900 mg, 3.76 mmol) and 10% palladium carbon (93 mg) at room temperature. The reaction mixture was hydrogenated and stirred for 1 hrs at 46 psi then filtered through celite bed, and washed with EtOAc. The filtrate was concentrated in vacuo. The residue was purified by flash column chromatography on silica gel using EtOAc:hexanes (1:2) as eluant. Starting materials: OC1=CC=C(C=C1)C(C)(C)C1=CC=C(C=C1)O (2,2-bis-(4-hydroxyphenyl)-propane), CC(=C)CC(C)(C)C (diisobutylene). The product is OC=1C=C2C(CC(C2=CC1)(C)C)(CC(C)(C)C)C (5-hydroxy-1,1,3-trimethyl-3-neopentyl indane). RXN SMILES: [OH:1][C:2]1[CH:7]=[CH:6][C:5]([C:8]([C:11]2C=CC(O)=CC=2)([CH3:10])[CH3:9])=[CH:4][CH:3]=1.[CH3:18][C:19]([CH2:21][C:22]([CH3:25])([CH3:24])[CH3:23])=C>>[OH:1][C:2]1[CH:3]=[C:4]2[C:5](=[CH:6][CH:7]=1)[C:8]([CH3:10])([CH3:9])[CH2:11][C:19]2([CH3:18])[CH2:21][C:22]([CH3:25])([CH3:24])[CH3:23]. Reported procedure: 57 g (0.25 mol) of 2,2-bis-(4-hydroxyphenyl)-propane, 10 g of an acid-activated fuller's earth and 84 g (0.75 mol) of diisobutylene are stirred in an autoclave for 8 hours at around 150° C. The catalyst is then filtered off and the reaction mixture subjected to fractional distillation, giving 25.2 g (44% of the theoretical) of 5-hydroxy-1,1,3-trimethyl-3-neopentyl indane. Reactants: CC1(C)Cc2cc(S(C)(=O)=O)ccc2NC1c1cccc([N+](=O)[O-])c1, CCO, Cl, [Fe]. The product is CC1(C)Cc2cc(S(C)(=O)=O)ccc2NC1c1cccc(N)c1. As a reaction SMILES: [CH3:1][S:2](=[O:3])(=[O:4])[c:5]1[cH:6][c:7]2[c:12]([cH:13][cH:14]1)[NH:11][CH:10]([c:15]1[cH:16][c:17]([N+:21]([O-:22])=[O:23])[cH:18][cH:19][cH:20]1)[C:9]([CH3:24])([CH3:25])[CH2:8]2.[CH3:26][CH2:27][OH:28].[ClH:29].[Fe:30]>>[CH3:1][S:2](=[O:3])(=[O:4])[c:5]1[cH:6][c:7]2[c:12]([cH:13][cH:14]1)[NH:11][CH:10]([c:15]1[cH:16][c:17]([NH2:21])[cH:18][cH:19][cH:20]1)[C:9]([CH3:24])([CH3:25])[CH2:8]2. Starting materials: CN1CCCC1=O, CC(C)N=C=NC(C)C, NCC(NC(=O)OCC1c2ccccc2-c2ccccc21)C(=O)O, O=C(O)c1cccs1. Product: O=C(NC(CNC(=O)c1cccs1)C(=O)O)OCC1c2ccccc2-c2ccccc21. Reaction SMILES: [CH3:42][N:43]1[CH2:44][CH2:45][CH2:46][C:47]1=[O:48].[CH:33]([N:34]=[C:35]=[N:36][CH:37]([CH3:38])[CH3:39])([CH3:40])[CH3:41].[NH2:1][CH2:2][CH:3]([NH:4][C:5](=[O:6])[O:7][CH2:8][CH:9]1[c:10]2[cH:11][cH:12][cH:13][cH:14][c:15]2-[c:16]2[cH:17][cH:18][cH:19][cH:20][c:21]21)[C:22](=[O:23])[OH:24].[s:25]1[c:26]([C:30](=[O:31])[OH:32])[cH:27][cH:28][cH:29]1>>[NH:1]([CH2:2][CH:3]([NH:4][C:5](=[O:6])[O:7][CH2:8][CH:9]1[c:10]2[cH:11][cH:12][cH:13][cH:14][c:15]2-[c:16]2[cH:17][cH:18][cH:19][cH:20][c:21]21)[C:22](=[O:23])[OH:24])[C:30]([c:26]1[s:25][cH:29][cH:28][cH:27]1)=[O:31]. Reactants: C1(CC1)C(CC(=O)O)C1=CC(=CC=C1)O (3-cyclopropyl-3-(3-hydroxyphenyl)propanoic acid), S(O)(O)(=O)=O (sulfuric acid), CO (methanol), O (Water), [Cl-].[Na+] (sodium chloride). Reaction conditions: temperature 64 celsius, time 2 hour. The product is C1(CC1)C(CC(=O)OC)C1=CC(=CC=C1)O (methyl 3-cyclopropyl-3-(3-hydroxyphenyl)propanoate). As a reaction SMILES: [CH:1]1([CH:4]([C:9]2[CH:14]=[CH:13][CH:12]=[C:11]([OH:15])[CH:10]=2)[CH2:5][C:6]([OH:8])=[O:7])[CH2:3][CH2:2]1.S(=O)(=O)(O)O.O.[Cl-].[Na+].[CH3:24]O>>[CH:1]1([CH:4]([C:9]2[CH:14]=[CH:13][CH:12]=[C:11]([OH:15])[CH:10]=2)[CH2:5][C:6]([O:8][CH3:24])=[O:7])[CH2:3][CH2:2]1 |f:3.4|. Procedure details: To a solution of 3-cyclopropyl-3-(3-hydroxyphenyl)propanoic acid (99.0 g) in methanol (990 mL) was added conc. sulfuric acid (4.71 g), and the mixture was stirred at 64° C. for 2 hr. Water and sodium chloride were added to the reaction mixture, and the mixture was extracted with ethyl acetate. The extract was washed with saturated aqueous sodium hydrogen carbonate solution and then saturated brine, and dried over anhydrous sodium sulfate. The solvent was evaporated under reduced pressure and the...